Dataset: the Open Reaction Database (ORD), a public repository of structured organic reaction records. Task: describe an organic reaction: reactants, conditions, products, and yield Starting materials: C1(=C(C=CC=C1)P(C1=C(C=CC=C1)C)C1=C(C=CC=C1)C)C (Tri-o-tolylphosphine), BrC1=CC=CC2=C1OC=C2 (7-Bromobenzo[b]furan), CC(C)([O-])C.[Na+] (Sodium tert-butoxide), C(C)(C)(C)OC(=O)N1CCNCC1 (N-tert-butoxycarbonylpiperazine). The reagents and catalysts are [Pd].C(C1=CC=CC=C1)=CC(=O)C=CC1=CC=CC=C1.C(C1=CC=CC=C1)=CC(=O)C=CC1=CC=CC=C1 (bis (dibenzylideneacetone) palladium). The solvent is C1(=CC=CC=C1)C (toluene). Run at time 5 minute. Yields the product O1C2=C(C=C1)C=CC=C2N2CCN(CC2)C(=O)OC(C)(C)C (tert-butyl 4-(7-benzo[b]furanyl)piperazine-1-carboxylate). The yield is 19.9%. As a reaction SMILES: C1(C)C=CC=CC=1P(C1C=CC=CC=1C)C1C=CC=CC=1C.CC(C)([O-])C.[Na+].[C:29]([O:33][C:34]([N:36]1[CH2:41][CH2:40][NH:39][CH2:38][CH2:37]1)=[O:35])([CH3:32])([CH3:31])[CH3:30].Br[C:43]1[C:48]2[O:49][CH:50]=[CH:51][C:47]=2[CH:46]=[CH:45][CH:44]=1>C1(C)C=CC=CC=1.[Pd].C(=CC(C=CC1C=CC=CC=1)=O)C1C=CC=CC=1.C(=CC(C=CC1C=CC=CC=1)=O)C1C=CC=CC=1>[O:49]1[CH:50]=[CH:51][C:47]2[CH:46]=[CH:45][CH:44]=[C:43]([N:39]3[CH2:40][CH2:41][N:36]([C:34]([O:33][C:29]([CH3:32])([CH3:30])[CH3:31])=[O:35])[CH2:37][CH2:38]3)[C:48]1=2 |f:1.2,6.7.8|. Procedure: Tri-o-tolylphosphine (1.42 g) was added to a stirred suspension of bis (dibenzylideneacetone) palladium (O) (1.4 g) in toluene (480 ml) at ambient temperature under nitrogen. Sodium tert-butoxide (16.1 g) was added, followed by N-tert-butoxycarbonylpiperazine (26.6 g) and stirring was continued at ambient temperature for 5 minutes. 7-Bromobenzo[b]furan (23.3 g) was added and the stirred mixture was heated under reflux for 20 hours and then cooled to ambient temperature. The organic solution was ... Reactants: [N+](=O)(O)[O-].CC1CC(C2=CC=CC=C12)N1C=NC=C1C(=O)OC (methyl 1-(2,3-dihydro-3-methyl-1H-inden-1-yl)-1H-imidazole-5-carboxylate mononitrate), [OH-].[Na+] (sodium hydroxide). Solvent: C(C)(=O)O (acetic acid). Yields the product CC1CC(C2=CC=CC=C12)N1C=NC=C1C(=O)O (1-(2,3-dihydro-3-methyl-1H-inden-1-yl)-1H-imidazole-5-carboxylic acid). The yield is 90.0%. Reaction SMILES: [N+]([O-])(O)=O.[CH3:5][CH:6]1[C:14]2[C:9](=[CH:10][CH:11]=[CH:12][CH:13]=2)[CH:8]([N:15]2[C:19]([C:20]([O:22]C)=[O:21])=[CH:18][N:17]=[CH:16]2)[CH2:7]1.[OH-].[Na+]>C(O)(=O)C>[CH3:5][CH:6]1[C:14]2[C:9](=[CH:10][CH:11]=[CH:12][CH:13]=2)[CH:8]([N:15]2[C:19]([C:20]([OH:22])=[O:21])=[CH:18][N:17]=[CH:16]2)[CH2:7]1 |f:0.1,2.3|. Procedure details: A solution of 3.6 parts of methyl 1-(2,3-dihydro-3-methyl-1H-inden-1-yl)-1H-imidazole-5-carboxylate mononitrate in 50 parts of a sodium hydroxide solution 20% is stirred for 1.5 hours at reflux temperature. After cooling, the reaction mixture is neutralized with acetic acid. The product is extracted with 1,1'-oxybisethane. The extract is dried, filtered and evaporated. The residue is crystallized from 2,2'-oxybispropane. The product is filtered off and dried, yielding 2.4 parts (90.0%) of 1-(2,3... The reactants are C(CCCC)C1=CC=C(C=C1)[C@@H]1CC[C@H](CC1)C1=CC=C(C=C1)C(C)=O (trans-4-(4-n-pentylphenyl)-1-(4-acetylphenyl)-cyclohexane), II (iodine), N1=CC=CC=C1 (pyridine). Run at time 2.5 hour. Yields the product C(CCCC)C1=CC=C(C=C1)[C@@H]1CC[C@H](CC1)C1=CC=C(C=C1)C#N (trans-4-(4-n-pentylphenyl)-1-(4-cyanophenyl)-cyclohexane). As a reaction SMILES: [CH2:1]([C:6]1[CH:11]=[CH:10][C:9]([C@H:12]2[CH2:17][CH2:16][C@H:15]([C:18]3[CH:23]=[CH:22][C:21]([C:24](=O)C)=[CH:20][CH:19]=3)[CH2:14][CH2:13]2)=[CH:8][CH:7]=1)[CH2:2][CH2:3][CH2:4][CH3:5].II.[N:29]1C=CC=CC=1>>[CH2:1]([C:6]1[CH:11]=[CH:10][C:9]([C@H:12]2[CH2:17][CH2:16][C@H:15]([C:18]3[CH:23]=[CH:22][C:21]([C:24]#[N:29])=[CH:20][CH:19]=3)[CH2:14][CH2:13]2)=[CH:8][CH:7]=1)[CH2:2][CH2:3][CH2:4][CH3:5]. Reported procedure: 14.0 g of trans-4-(4-n-pentylphenyl)-1-(4-acetylphenyl)-cyclohexane are heated for 2 hours on a steambath, together with 30 g of iodine and 100 ml of pyridine. After the evaporation of the pyridine under reduced pressure, the residue is dissolved in chloroform and purified over a short silica gel column. The eluate is evaporated and the 4-[trans-4-(4-n-pentylphenyl)-cyclohexyl]-benzoic acid remaining behind is brought to the boil for 2.5 hours with 30 ml of thionyl chloride. After distilling off... Starting materials: C(C)(=O)OC(C)=O (acetic anhydride), C(C1=CC=CC=C1)(=O)O (benzoic acid), C1(CCCCCN1)=O (caprolactam). Run in C(C)(=O)O (acetic acid). Product: C(C1=CC=CC=C1)(=O)C1C(=O)NCCCC1 (benzoyl caprolactam). RXN SMILES: C(OC(=O)C)(=O)C.[C:8]([OH:16])(=O)[C:9]1[CH:14]=[CH:13][CH:12]=[CH:11][CH:10]=1.[C:17]1(=[O:24])[NH:23][CH2:22][CH2:21][CH2:20][CH2:19][CH2:18]1>C(O)(=O)C>[C:8]([CH:18]1[CH2:19][CH2:20][CH2:21][CH2:22][NH:23][C:17]1=[O:24])(=[O:16])[C:9]1[CH:10]=[CH:11][CH:12]=[CH:13][CH:14]=1. Procedure: heating acetic anhydride, benzoic acid, and caprolactam at a temperature of about 130° to about 170° C. to form volatile acetic acid and benzoyl caprolactam; Reactants: CC(Oc1ccc(F)cn1)C1CN(Cc2ccccc2)CC1c1ccc(Cl)cc1, Cc1ccccc1, CCN(C(C)C)C(C)C, CC(Cl)OC(=O)Cl. The product is CC(Oc1ccc(F)cn1)C1CNCC1c1ccc(Cl)cc1. RXN SMILES: [CH2:1]([c:2]1[cH:3][cH:4][cH:5][cH:6][cH:7]1)[N:8]1[CH2:9][CH:10]([CH:20]([CH3:21])[O:22][c:23]2[n:24][cH:25][c:26]([F:29])[cH:27][cH:28]2)[CH:11]([c:13]2[cH:14][cH:15][c:16]([Cl:19])[cH:17][cH:18]2)[CH2:12]1.[CH3:46][c:47]1[cH:48][cH:49][cH:50][cH:51][cH:52]1.[CH:37]([N:38]([CH2:39][CH3:40])[CH:41]([CH3:42])[CH3:43])([CH3:44])[CH3:45].[Cl:30][C:31]([O:32][CH:33]([Cl:34])[CH3:35])=[O:36]>>[NH:8]1[CH2:9][CH:10]([CH:20]([CH3:21])[O:22][c:23]2[n:24][cH:25][c:26]([F:29])[cH:27][cH:28]2)[CH:11]([c:13]2[cH:14][cH:15][c:16]([Cl:19])[cH:17][cH:18]2)[CH2:12]1. Reactants: C(C)(=O)NC=1C(=C(C=CC1S(=O)(=O)C1=CC=C(C=C1)F)NC([C@@](C(F)(F)F)(C)O)=O)Cl ((R)-N-[3-Acetamido-2-chloro-4-(4-fluorophenylsulphonyl)phenyl]-2-hydroxy-2-methyl-3,3,3-trifluoropropanamide), C(O)CN (ethanolamine). Solvent: C(C)#N (acetonitrile). Run at temperature 85 celsius. Yields the product C(C)(=O)NC=1C(=C(C=CC1S(=O)(=O)C1=CC=C(C=C1)NCCO)NC([C@@](C(F)(F)F)(C)O)=O)Cl ((R)-N-{3-Acetamido-2-chloro-4-[4-(2-hydroxyethylamino)phenylsulphonyl]phenyl}-2-hydroxy-2-methyl-3,3,3-trifluoropropanamide). The yield is 33.3%. As a reaction SMILES: [C:1]([NH:4][C:5]1[C:6]([Cl:31])=[C:7]([NH:21][C:22](=[O:30])[C@:23]([OH:29])([CH3:28])[C:24]([F:27])([F:26])[F:25])[CH:8]=[CH:9][C:10]=1[S:11]([C:14]1[CH:19]=[CH:18][C:17](F)=[CH:16][CH:15]=1)(=[O:13])=[O:12])(=[O:3])[CH3:2].[CH2:32]([CH2:34][NH2:35])[OH:33]>C(#N)C>[C:1]([NH:4][C:5]1[C:6]([Cl:31])=[C:7]([NH:21][C:22](=[O:30])[C@:23]([OH:29])([CH3:28])[C:24]([F:27])([F:25])[F:26])[CH:8]=[CH:9][C:10]=1[S:11]([C:14]1[CH:19]=[CH:18][C:17]([NH:35][CH2:34][CH2:32][OH:33])=[CH:16][CH:15]=1)(=[O:12])=[O:13])(=[O:3])[CH3:2]. Procedure details: (R)-N-[3-Acetamido-2-chloro-4-(4-fluorophenylsulphonyl)phenyl]-2-hydroxy-2-methyl-3,3,3-trifluoropropanamide (683 mg) (Example 10), ethanolamine (177 mg, 2 eq) and acetonitrile (6 ml) were stirred and heated (85° C.) under argon for 24 hours. The solvent was removed and the residual gum was redissolved in MeOH (10 ml) and poured onto deactivated silica (5 g). This was concentrated to give a free flowing powder which was transferred to the top of an ISOLUTE column (50 g silica). This was chromato...